This data is from the Open Reaction Database (ORD), a public repository of structured organic reaction records. The task is: describe an organic reaction: reactants, conditions, products, and yield Reactants: CC(C)(C)OC(=O)Nc1nccc(Nc2cc(-c3cc(Cl)ccc3F)nc3ncccc23)n1, Cl, C1COCCO1. The product is Nc1nccc(Nc2cc(-c3cc(Cl)ccc3F)nc3ncccc23)n1. RXN SMILES: [C:1]([O:2][C:3](=[O:4])[NH:7][c:8]1[n:9][cH:10][cH:11][c:12]([NH:14][c:15]2[cH:16][c:17](-[c:25]3[c:26]([F:32])[cH:27][cH:28][c:29]([Cl:31])[cH:30]3)[n:18][c:19]3[n:20][cH:21][cH:22][cH:23][c:24]23)[n:13]1)([CH3:5])([CH3:6])[CH3:33].[ClH:34].[O:35]1[CH2:36][CH2:37][O:38][CH2:39][CH2:40]1>>[NH2:7][c:8]1[n:9][cH:10][cH:11][c:12]([NH:14][c:15]2[cH:16][c:17](-[c:25]3[c:26]([F:32])[cH:27][cH:28][c:29]([Cl:31])[cH:30]3)[n:18][c:19]3[n:20][cH:21][cH:22][cH:23][c:24]23)[n:13]1. Starting materials: solution, Cl (hydrochloric acid), FC1=CC=C(CN2C(N(C3=CC=C(C=C3C2=O)C(=O)C2=NC(=C3N2C=CC=C3)C=3C=NC=CC3)C)=O)C=C1 (3-(4-fluorobenzyl)-1-methyl-6-[(1-pyridin-3-ylimidazo[1,5-a]pyridin-3-yl)carbonyl]quinazoline-2,4(1H,3H)-dione). The solvent is CCOCC (ether), CO (methanol). Run at time 1 hour. Yields the product Cl.FC1=CC=C(CN2C(N(C3=CC=C(C=C3C2=O)C(=O)C2=NC(=C3N2C=CC=C3)C=3C=NC=CC3)C)=O)C=C1 (3-(4-Fluorobenzyl)-1-methyl-6-[(1-pyridin-3-ylimidazo[1,5-a]pyridin-3-yl)carbonyl]quinazoline-2,4(1H,3H)-dione hydrochloride). RXN SMILES: [ClH:1].[F:2][C:3]1[CH:39]=[CH:38][C:6]([CH2:7][N:8]2[C:17](=[O:18])[C:16]3[C:11](=[CH:12][CH:13]=[C:14]([C:19]([C:21]4[N:25]5[CH:26]=[CH:27][CH:28]=[CH:29][C:24]5=[C:23]([C:30]5[CH:31]=[N:32][CH:33]=[CH:34][CH:35]=5)[N:22]=4)=[O:20])[CH:15]=3)[N:10]([CH3:36])[C:9]2=[O:37])=[CH:5][CH:4]=1>CCOCC.CO>[ClH:1].[F:2][C:3]1[CH:4]=[CH:5][C:6]([CH2:7][N:8]2[C:17](=[O:18])[C:16]3[C:11](=[CH:12][CH:13]=[C:14]([C:19]([C:21]4[N:25]5[CH:26]=[CH:27][CH:28]=[CH:29][C:24]5=[C:23]([C:30]5[CH:31]=[N:32][CH:33]=[CH:34][CH:35]=5)[N:22]=4)=[O:20])[CH:15]=3)[N:10]([CH3:36])[C:9]2=[O:37])=[CH:38][CH:39]=1 |f:4.5|. Procedure details: 0.35 ml (0.35 mmol) of a 1N solution of hydrochloric acid in dyethyl ether is added to 0.12 g (0.23 mmol) of 3-(4-fluorobenzyl)-1-methyl-6-[(1-pyridin-3-ylimidazo[1,5-a]pyridin-3-yl)carbonyl]quinazoline-2,4(1H,3H)-dione in 3 ml of methanol. After stirring for 1 hour at ambient temperature, the reaction medium is filtered. The precipitate obtained is rinsed with dyethyl ether, and dried under reduced pressure at 50° C. overnight. 0.12 g of a yellow solid is obtained. Starting materials: O.O.O.O.O.O.O.O.O.[S-2].[Na+].[Na+] (sodium sulfide nonahydrate), ClC1=CC(=C(C#N)C=C1)[N+](=O)[O-] (4-chloro-2-nitrobenzonitrile), BrC[N+](=O)[O-] (bromonitromethane). Isolated yield 38.3%. Product: NC=1C2=C(SC1[N+](=O)[O-])C=C(C=C2)Cl (3-amino-6-chloro-2-nitrobenzo[b]thiophene). Conditions: time 15 minute. Procedure details: A solution of 4-chloro-2-nitrobenzonitrile (2.19 g, 12 mmol) (EP 110,559; cf. Chem. Abstr., 101 130431 f (1984)) in 40 ml of DMF was stirred under cooling (ice bath), and a solution of sodium sulfide nonahydrate (3.47 g, 14.4 mmol) in 8 ml of water was added dropwise. When the addition was complete (0.5 h) the mixture was stirred for 15 min. and bromonitromethane (2.02 g, 14.4 mmol) was added dropwise. The ice bath was removed and stirring was continued for 16 h. The reaction mixture was poured ... Solvent: O (water), CN(C)C=O (DMF). Reaction SMILES: [Cl:1][C:2]1[CH:9]=[CH:8][C:5]([C:6]#[N:7])=[C:4]([N+]([O-])=O)[CH:3]=1.O.O.O.O.O.O.O.O.O.[S-2:22].[Na+].[Na+].Br[CH2:26][N+:27]([O-:29])=[O:28]>CN(C=O)C.O>[NH2:7][C:6]1[C:5]2[CH:8]=[CH:9][C:2]([Cl:1])=[CH:3][C:4]=2[S:22][C:26]=1[N+:27]([O-:29])=[O:28] |f:1.2.3.4.5.6.7.8.9.10.11.12|. Starting materials: CC(=O)O, CC(=O)OC(C)=O, Nc1cc([N+](=O)[O-])ccc1F, O. Product: CC(=O)Nc1cc([N+](=O)[O-])ccc1F. Reaction SMILES: [CH3:19][C:20](=[O:21])[OH:22].[CH3:1][C:2]([O:3][C:5]([CH3:6])=[O:7])=[O:4].[F:8][c:9]1[c:10]([NH2:18])[cH:11][c:12]([N+:15](=[O:16])[O-:17])[cH:13][cH:14]1.[OH2:23]>>[C:5]([CH3:6])(=[O:7])[NH:18][c:10]1[c:9]([F:8])[cH:14][cH:13][c:12]([N+:15](=[O:16])[O-:17])[cH:11]1. Reactants: C(C(C)C)N1N=CC(=C1)B1OC(C(O1)(C)C)(C)C (1-isobutyl-4-(4,4,5,5-tetramethyl-1,3,2-dioxaborolan-2-yl)-1H-pyrazole), BrC1=CC=C(O1)C(=O)NCC1=CC=2N(C=C1)C=CN2 (5-bromo-N-(imidazo[1,2-a]pyridin-7-ylmethyl)furan-2-carboxamide), BrC1=CC=C(N)C=C1 (4-bromoaniline). The product is CC(CN1N=CC(=C1)C1=CC=C(O1)C(=O)NCC1=CC=2N(C=C1)C=CN2)(C)C (5-[1-(2,2-dimethylpropyl)-1H-pyrazol-4-yl]-N-(imidazo[1,2-a]pyridin-7-ylmethyl)furan-2-carboxamide). As a reaction SMILES: [CH2:1]([N:5]1[CH:9]=[C:8](B2OC(C)(C)C(C)(C)O2)[CH:7]=[N:6]1)[CH:2]([CH3:4])[CH3:3].Br[C:20]1[O:24][C:23]([C:25]([NH:27][CH2:28][C:29]2[CH:34]=[CH:33][N:32]3[CH:35]=[CH:36][N:37]=[C:31]3[CH:30]=2)=[O:26])=[CH:22][CH:21]=1.Br[C:39]1C=CC(N)=CC=1>>[CH3:39][C:2]([CH3:3])([CH3:4])[CH2:1][N:5]1[CH:9]=[C:8]([C:20]2[O:24][C:23]([C:25]([NH:27][CH2:28][C:29]3[CH:34]=[CH:33][N:32]4[CH:35]=[CH:36][N:37]=[C:31]4[CH:30]=3)=[O:26])=[CH:22][CH:21]=2)[CH:7]=[N:6]1. Procedure: The title compound was prepared as described in Example 51A, substituting 1-neopentyl-4-(4,4,5,5-tetramethyl-1,3,2-dioxaborolan-2-yl)-1H-pyrazole for 1-isobutyl-4-(4,4,5,5-tetramethyl-1,3,2-dioxaborolan-2-yl)-1H-pyrazole and 5-bromo-N-(imidazo[1,2-a]pyridin-7-ylmethyl)furan-2-carboxamide for 4-bromoaniline. 1H NMR (300 MHz, DMSO-d6) δ ppm 8.89 (t, J=6.1 Hz, 1H), 8.49 (dd, J=7.0, 0.9 Hz, 1H), 8.11 (d, J=0.5 Hz, 1H), 7.95-7.83 (m, 2H), 7.52 (d, J=1.2 Hz, 1H), 7.46-7.34 (m, 1H), 7.17 (d, J=3.4 Hz, ... Reactants: C(CCC)[Sn](OC)(CCCC)CCCC (tri-n-butylmethoxy tin), OCC1=CC=C(C(=O)C2=CC=CC=C2)C=C1 (4-(hydroxymethyl)-benzophenone). Solvent: ClCCCl (1,2-dichlorethane). The product is C(CCC)[Sn](OCC1=CC=C(C(=O)C2=CC=CC=C2)C=C1)(CCCC)CCCC (4-[(tributylstannyl)oxymethyl]-benzophenone). Yield: 56.2%. Reaction SMILES: [CH2:1]([Sn:5]([CH2:12][CH2:13][CH2:14][CH3:15])([CH2:8][CH2:9][CH2:10][CH3:11])[O:6][CH3:7])[CH2:2][CH2:3][CH3:4].OC[C:18]1[CH:31]=[CH:30][C:21]([C:22]([C:24]2[CH:29]=[CH:28][CH:27]=[CH:26][CH:25]=2)=[O:23])=[CH:20][CH:19]=1>ClCCCl>[CH2:8]([Sn:5]([CH2:1][CH2:2][CH2:3][CH3:4])([CH2:12][CH2:13][CH2:14][CH3:15])[O:6][CH2:7][C:27]1[CH:28]=[CH:29][C:24]([C:22]([C:21]2[CH:30]=[CH:31][CH:18]=[CH:19][CH:20]=2)=[O:23])=[CH:25][CH:26]=1)[CH2:9][CH2:10][CH3:11]. Procedure: In a 50 ml dry three-neck-flask, 2.5 g (7.8 mmol) of tri-n-butylmethoxy tin are added to 1.5 g (7.1 mmol) of 4-(hydroxymethyl)-benzophenone in 15 ml of 1,2-dichlorethane at room temperature in the course of 0.5 h under argon. 1H-NMR-spectrum confirms the complete conversion. The solution is concentrated and the crude product, 3.6 g of a yellow oil, is distilled in a bulb-to-bulb distillation apparatus in vacuum (0.016 mbar) at 160-170° C. The resulting colorless oil (2.8 g) is distilled a second... Starting materials: C1CCOC1, COC(=O)c1cc(CO)cc(OC)c1, CO, [Li+], [OH-], COc1cc(CO)cc(C(=O)NC2CCNCC2)c1. The product is COc1cc(CO)cc(C(=O)O)c1. RXN SMILES: [CH2:36]1[O:37][CH2:38][CH2:39][CH2:40]1.[CH3:20][O:21][C:22]([c:23]1[cH:24][c:25]([CH2:31][OH:32])[cH:26][c:27]([O:29][CH3:30])[cH:28]1)=[O:33].[CH3:41][OH:42].[Li+:35].[OH-:34].[OH:1][CH2:2][c:3]1[cH:4][c:5]([C:11]([NH:12][CH:13]2[CH2:14][CH2:15][NH:16][CH2:17][CH2:18]2)=[O:19])[cH:6][c:7]([O:8][CH3:9])[cH:10]1>>[O:21]=[C:22]([c:23]1[cH:24][c:25]([CH2:31][OH:32])[cH:26][c:27]([O:29][CH3:30])[cH:28]1)[OH:33].